This data is from the Open Reaction Database (ORD), a public repository of structured organic reaction records. The task is: describe an organic reaction: reactants, conditions, products, and yield Starting materials: ClCCl, O=C(O)C(F)(F)F, CCOC(=O)c1cn(C(=O)OC(C)(C)C)nc1NC(=O)Nc1ccccc1. Product: CCOC(=O)c1c[nH]nc1NC(=O)Nc1ccccc1. Reaction SMILES: [Cl:35][CH2:36][Cl:37].[OH:28][C:29]([C:30]([F:31])([F:32])[F:33])=[O:34].[c:1]1([NH:7][C:8](=[O:9])[NH:10][c:11]2[n:12][n:13]([C:21]([O:22][C:23]([CH3:24])([CH3:25])[CH3:26])=[O:27])[cH:14][c:15]2[C:16](=[O:17])[O:18][CH2:19][CH3:20])[cH:2][cH:3][cH:4][cH:5][cH:6]1>>[c:1]1([NH:7][C:8](=[O:9])[NH:10][c:11]2[n:12][nH:13][cH:14][c:15]2[C:16](=[O:17])[O:18][CH2:19][CH3:20])[cH:2][cH:3][cH:4][cH:5][cH:6]1.